From a dataset of the Open Reaction Database (ORD), a public repository of structured organic reaction records. describe an organic reaction: reactants, conditions, products, and yield Starting materials: COC(=O)C1=NC(=C(C=C1)C1COCC1)OCC1CC1 (6-(cyclopropylmethoxy)-5-(tetrahydrofuran-3-yl)-pyridine-2-carboxylic acid methyl ester), COC(=O)C1=NC(=C(C=C1)C1OCCC1)OCC1CC1 (6-(cyclopropylmethoxy)-5-(tetrahydrofuran-2-yl)-pyridine-2-carboxylic acid methyl ester), mixture, [OH-].[Na+] (sodium hydroxide). Solvent: C(C)O (ethanol). The product is C1(CC1)COC1=C(C=CC(=N1)C(=O)O)C1COCC1 (6-(cyclopropylmethoxy)-5-(tetrahydrofuran-3-yl)-pyridine-2-carboxylic acid), C1(CC1)COC1=C(C=CC(=N1)C(=O)O)C1OCCC1 (6-(cyclopropylmethoxy)-5-(tetrahydrofuran-2-yl)-pyridine-2-carboxylic acid). The yield is 100.0%. As a reaction SMILES: C[O:2][C:3]([C:5]1[CH:10]=[CH:9][C:8]([CH:11]2[CH2:15][CH2:14][O:13][CH2:12]2)=[C:7]([O:16][CH2:17][CH:18]2[CH2:20][CH2:19]2)[N:6]=1)=[O:4].C[O:22][C:23]([C:25]1[CH:30]=[CH:29][C:28]([CH:31]2[CH2:35][CH2:34][CH2:33][O:32]2)=[C:27]([O:36][CH2:37][CH:38]2[CH2:40][CH2:39]2)[N:26]=1)=[O:24].[OH-].[Na+]>C(O)C>[CH:18]1([CH2:17][O:16][C:7]2[N:6]=[C:5]([C:3]([OH:4])=[O:2])[CH:10]=[CH:9][C:8]=2[CH:11]2[CH2:15][CH2:14][O:13][CH2:12]2)[CH2:19][CH2:20]1.[CH:38]1([CH2:37][O:36][C:27]2[N:26]=[C:25]([C:23]([OH:24])=[O:22])[CH:30]=[CH:29][C:28]=2[CH:31]2[CH2:35][CH2:34][CH2:33][O:32]2)[CH2:39][CH2:40]1 |f:2.3|. Reported procedure: A solution of 6-(cyclopropylmethoxy)-5-(tetrahydrofuran-3-yl)-pyridine-2-carboxylic acid methyl ester (c1) and 6-(cyclopropylmethoxy)-5-(tetrahydrofuran-2-yl)-pyridine-2-carboxylic acid methyl ester (c2) (mixture from Example 114 c, 0.35 g, 1.3 mmol) and sodium hydroxide (55 mg, 1.4 mmol) in ethanol (50 mL) was heated to 90° C. for 2 h. The reaction mixture was evaporated, dissolved in water and extracted with ethyl acetate (30 mL). The pH of the aqueous layer was adjusted to 2 by addition of 1 ...